From a dataset of the Open Reaction Database (ORD), a public repository of structured organic reaction records. describe an organic reaction: reactants, conditions, products, and yield Reactants: CN1N(C(C(=C1C)C(=O)NC1=CC=C(OC2=CC(=NC=C2)NC(OC2=CC=CC=C2)=O)C=C1)=O)C1=CC=CC=C1 (phenyl (4-(4-(1,5-dimethyl-3-oxo-2-phenyl-2,3-dihydro-1H-pyrazole-4-carboxamido)phenoxy)pyridin-2-yl)carbamate), CNCCO (2-(methylamino)ethanol). Solvent: CN1CCCC1=O (NMP). Conditions: temperature 40 celsius. Yields the product OCCN(C(NC1=NC=CC(=C1)OC1=CC=C(C=C1)NC(=O)C=1C(N(N(C1C)C)C1=CC=CC=C1)=O)=O)C (N-(4-((2-(3-(2-hydroxyethyl)-3-methylureido)pyridin-4-yl)oxy)phenyl)-1,5-dimethyl-3-oxo-2-phenyl-2,3-dihydro-1H-pyrazole-4-carboxamide). Isolated yield 52.0%. RXN SMILES: [CH3:1][N:2]1[C:6]([CH3:7])=[C:5]([C:8]([NH:10][C:11]2[CH:33]=[CH:32][C:14]([O:15][C:16]3[CH:21]=[CH:20][N:19]=[C:18]([NH:22][C:23](=[O:31])OC4C=CC=CC=4)[CH:17]=3)=[CH:13][CH:12]=2)=[O:9])[C:4](=[O:34])[N:3]1[C:35]1[CH:40]=[CH:39][CH:38]=[CH:37][CH:36]=1.[CH3:41][NH:42][CH2:43][CH2:44][OH:45]>CN1C(=O)CCC1>[OH:45][CH2:44][CH2:43][N:42]([CH3:41])[C:23](=[O:31])[NH:22][C:18]1[CH:17]=[C:16]([O:15][C:14]2[CH:32]=[CH:33][C:11]([NH:10][C:8]([C:5]3[C:4](=[O:34])[N:3]([C:35]4[CH:36]=[CH:37][CH:38]=[CH:39][CH:40]=4)[N:2]([CH3:1])[C:6]=3[CH3:7])=[O:9])=[CH:12][CH:13]=2)[CH:21]=[CH:20][N:19]=1. Procedure: A mixture of phenyl (4-(4-(1,5-dimethyl-3-oxo-2-phenyl-2,3-dihydro-1H-pyrazole-4-carboxamido)phenoxy)pyridin-2-yl)carbamate (50 mg, 0.093 mmol), NMP (3 mL) and 2-(methylamino)ethanol (8.4 mg, 0.112 mmol) was heated at 40° C. for 2 hours. The solvent was evaporated under reduced pressure at 40° C., and then diluted with EtOAc (10 mL). The resulted mixture was washed with water (7 mL×3), followed by washing with brine (10 mL), dried over anhydrous Na2SO4, filtered, and concentrated in vacuo. The r... Reactants: CCO, CC(=O)N1CCCCc2ccc([N+](=O)[O-])cc21. Yields the product CC(=O)N1CCCCc2ccc(N)cc21. Reaction SMILES: [CH3:18][CH2:19][OH:20].[N+:1]([O-:2])(=[O:3])[c:4]1[cH:5][cH:6][c:7]2[c:8]([cH:17]1)[N:9]([C:14]([CH3:15])=[O:16])[CH2:10][CH2:11][CH2:12][CH2:13]2>>[NH2:1][c:4]1[cH:5][cH:6][c:7]2[c:8]([cH:17]1)[N:9]([C:14]([CH3:15])=[O:16])[CH2:10][CH2:11][CH2:12][CH2:13]2. Starting materials: C(C1=CC=CC=C1)(C1=CC=CC=C1)N1C(=C(C2=CC(=CC=C12)Cl)CCO)CO[Si](C)(C)C(C)(C)C (2-[1-benzhydryl-2-({[tert -butyl(dimethyl)silyl]oxy}methyl)-5-chloro-1H-indol-3-yl]ethanol), C1(=CC=CC=C1)P(CCCP(C1=CC=CC=C1)C1=CC=CC=C1)C1=CC=CC=C1 (1,3-bis(diphenylphosphino)propane), C(Br)(Br)(Br)Br (CBr4). Run in C(Cl)Cl (CH2Cl2). Conditions: temperature 0 celsius, time 3 hour. The product is C(C1=CC=CC=C1)(C1=CC=CC=C1)N1C(=C(C2=CC(=CC=C12)Cl)CCBr)CO[Si](C)(C)C(C)(C)C (1-benzhydryl-3-(2-bromoethyl)-2-({[tert-butyl(dimethyl)silyl]oxy}methyl)-5-chloro-1H-indole). Yield: 90.0%. As a reaction SMILES: [CH:1]([N:14]1[C:22]2[C:17](=[CH:18][C:19]([Cl:23])=[CH:20][CH:21]=2)[C:16]([CH2:24][CH2:25]O)=[C:15]1[CH2:27][O:28][Si:29]([C:32]([CH3:35])([CH3:34])[CH3:33])([CH3:31])[CH3:30])([C:8]1[CH:13]=[CH:12][CH:11]=[CH:10][CH:9]=1)[C:2]1[CH:7]=[CH:6][CH:5]=[CH:4][CH:3]=1.C1(P(C2C=CC=CC=2)CCCP(C2C=CC=CC=2)C2C=CC=CC=2)C=CC=CC=1.C(Br)(Br)(Br)[Br:66]>C(Cl)Cl>[CH:1]([N:14]1[C:22]2[C:17](=[CH:18][C:19]([Cl:23])=[CH:20][CH:21]=2)[C:16]([CH2:24][CH2:25][Br:66])=[C:15]1[CH2:27][O:28][Si:29]([C:32]([CH3:35])([CH3:34])[CH3:33])([CH3:31])[CH3:30])([C:8]1[CH:13]=[CH:12][CH:11]=[CH:10][CH:9]=1)[C:2]1[CH:7]=[CH:6][CH:5]=[CH:4][CH:3]=1. Procedure details: A solution was made with 1 eq 2-[1-benzhydryl-2-({[tert -butyl(dimethyl)silyl]oxy}methyl)-5-chloro-1H-indol-3-yl]ethanol and CH2Cl2 (0.12M). Then 0.76 eq of 1,3-bis(diphenylphosphino)propane was added and the solution was cooled to 0° C. under N2. Then 1.3 eq of CBr4 was added to give a light yellow solution. The reaction was allowed to return to room temperature. After three hours and 15 minutes the solvent was removed. Purified using a flash column with silica gel and 1:5 EtOAc/Hexane as eluen... Starting materials: ClC=1C=NC2=CC=CC(=C2N1)C (3-chloro-5-methylquinoxaline), [N-]=[N+]=[N-].[Na+] (sodium azide), Cl (HCl). Run in C(C)O (ethanol). Reaction conditions: time 3 hour. The product is CC=1C=CC=C2N=CC=3N(C12)N=NN3 (9-methyltetrazolo[1,5-a]quinoxaline). RXN SMILES: Cl[C:2]1[CH:3]=[N:4][C:5]2[C:10]([N:11]=1)=[C:9]([CH3:12])[CH:8]=[CH:7][CH:6]=2.[N-:13]=[N+:14]=[N-:15].[Na+].Cl>C(O)C>[CH3:12][C:9]1[CH:8]=[CH:7][CH:6]=[C:5]2[C:10]=1[N:11]1[N:13]=[N:14][N:15]=[C:2]1[CH:3]=[N:4]2 |f:1.2|. Procedure details: The crude 3-chloro-5-methylquinoxaline obtained in the step above was stirred for 3 hours at reflux temperature in 75 ml. of ethanol containing 1.8 g. of sodium azide and 20 ml. of 1N HCl. When the reaction mixture was cooled, the product precipitated as needles. Recrystallization of the product from ethanol produced highly purified 9-methyltetrazolo[1,5-a]quinoxaline, m.p. 166°-68° C. The product was identified by NMR analysis and by elemental microanalysis._____________________________________... Starting materials: [BH4-].[Na+] (sodium borohydride), O=C(CC(=O)OC)CCC=C(CCC=C(CCC=C(C)C)C)C (methyl 3-oxo-7,11,15-trimethylhexadeca-6,10,14-trienoate), [NH4+].[Cl-] (NH4Cl). The solvent is CO (methanol). Conditions: temperature 0 celsius, time 15 minute. The product is OC(CC(=O)OC)CCC=C(CCC=C(CCC=C(C)C)C)C (Methyl 3-hydroxy-7,11,15-trimethylhexadeca-6,10,14-trienoate). Reaction SMILES: [BH4-].[Na+].[O:3]=[C:4]([CH2:10][CH2:11][CH:12]=[C:13]([CH3:25])[CH2:14][CH2:15][CH:16]=[C:17]([CH3:24])[CH2:18][CH2:19][CH:20]=[C:21]([CH3:23])[CH3:22])[CH2:5][C:6]([O:8][CH3:9])=[O:7].[NH4+].[Cl-]>CO>[OH:3][CH:4]([CH2:10][CH2:11][CH:12]=[C:13]([CH3:25])[CH2:14][CH2:15][CH:16]=[C:17]([CH3:24])[CH2:18][CH2:19][CH:20]=[C:21]([CH3:23])[CH3:22])[CH2:5][C:6]([O:8][CH3:9])=[O:7] |f:0.1,3.4|. Procedure: Powdered sodium borohydride (38 mg, 1.0 mmol) was added at 0° C. to a stirred solution of methyl 3-oxo-7,11,15-trimethylhexadeca-6,10,14-trienoate (580 mg, 1.8 mmol) in methanol (5 mL) in one portion. The resulting mixture was stirred at 0° C. for 15 minutes, then treated with a saturated aqueous solution of NH4Cl (2 mL). The resulting mixture was extracted with diethyl ether. This extract was washed with water, dried, filtered and evaporated to give the crude product which was purified by flash... Reactants: NC1=NC(=C(C(=N1)S(=O)C)C#N)C=1SC=CC1 (2-amino-4-methanesulfinyl-6-thiophen-2-yl-pyrimidine-5-carbonitrile), COC1=CC=C(C=C1)CCN (2-(4-methoxyphenyl)ethylamine). Run in O1CCOCC1 (dioxane). Yields the product NC1=NC(=C(C(=N1)NCCC1=CC=C(C=C1)OC)C#N)C=1SC=CC1 (2-Amino-4-[2-(4-methoxy-phenyl)-ethylamino]-6-thiophen-2-yl-pyrimidine-5-carbonitrile). Reaction SMILES: [NH2:1][C:2]1[N:7]=[C:6](S(C)=O)[C:5]([C:11]#[N:12])=[C:4]([C:13]2[S:14][CH:15]=[CH:16][CH:17]=2)[N:3]=1.[CH3:18][O:19][C:20]1[CH:25]=[CH:24][C:23]([CH2:26][CH2:27][NH2:28])=[CH:22][CH:21]=1>O1CCOCC1>[NH2:1][C:2]1[N:7]=[C:6]([NH:28][CH2:27][CH2:26][C:23]2[CH:24]=[CH:25][C:20]([O:19][CH3:18])=[CH:21][CH:22]=2)[C:5]([C:11]#[N:12])=[C:4]([C:13]2[S:14][CH:15]=[CH:16][CH:17]=2)[N:3]=1. Reported procedure: From 2-amino-4-methanesulfinyl-6-thiophen-2-yl-pyrimidine-5-carbonitrile and 2-(4-methoxyphenyl)ethylamine in dioxane. ES-MS m/e (%): 352 (M+H+, 100). The reactants are NC1=C(C(NC(N1CC)=O)=O)N=O (6-amino-1-ethyl-5-nitroso-1,3-dihydropyrimidine-2,4-dione), S(=O)([O-])S(=O)[O-].[Na+].[Na+] (sodium dithionite). Run in N (ammonia). Conditions: temperature 5 celsius, time 20 minute. Yields the product NC=1C(NC(N(C1N)CC)=O)=O (5,6-diamino-1-ethyl-1,3-dihydropyrimidine-2,4-dione). RXN SMILES: [NH2:1][C:2]1[N:7]([CH2:8][CH3:9])[C:6](=[O:10])[NH:5][C:4](=[O:11])[C:3]=1[N:12]=O.S(S([O-])=O)([O-])=O.[Na+].[Na+]>N>[NH2:12][C:3]1[C:4](=[O:11])[NH:5][C:6](=[O:10])[N:7]([CH2:8][CH3:9])[C:2]=1[NH2:1] |f:1.2.3|. Procedure: To a solution of 6-amino-1-ethyl-5-nitroso-1,3-dihydropyrimidine-2,4-dione (3.9 g, 21.2 mmol) in 14.5% aqueous ammonia (50 ml) at 50° C. was added sodium dithionite (Na2S2O4, 7.37 g, 42.4 mmol) in portions over 15 minutes, and the mixture was stirred for 20 minutes. The solution was concentrated under reduced pressure to a volume of 30 ml, cooled to 5° C., the precipitate filtered off, and washed with cold water, to provide 5,6-diamino-1-ethyl-1,3-dihydropyrimidine-2,4-dione, a compound of formu... Starting materials: [N-]=[N+]=[N-].[K+] (Potassium azide), [N+](=O)([O-])C1=CC=C(C=C1)S(=O)(=O)OC=1C[C@H]2N(C1C(=O)OCC1=CC=CC=C1)C(C2)=O (benzyl 2-(p-nitrobenzenesulfonyloxy)-carbapen-2-em-3-carboxylate). Solvent: C(C)OCC (diethyl ether). Reaction conditions: time 10 minute. Yields the product N(=[N+]=[N-])C=1C[C@H]2N(C1C(=O)OCC1=CC=CC=C1)C(C2)=O (benzyl 2-azidocarbapen-2-em-3-carboxylate). The yield is 35.2%. Reaction SMILES: [N-:1]=[N+:2]=[N-:3].[K+].[N+](C1C=CC(S(O[C:18]2[CH2:19][C@@H:20]3[CH2:34][C:33](=[O:35])[N:21]3[C:22]=2[C:23]([O:25][CH2:26][C:27]2[CH:32]=[CH:31][CH:30]=[CH:29][CH:28]=2)=[O:24])(=O)=O)=CC=1)([O-])=O>C(OCC)C>[N:1]([C:18]1[CH2:19][C@@H:20]2[CH2:34][C:33](=[O:35])[N:21]2[C:22]=1[C:23]([O:25][CH2:26][C:27]1[CH:32]=[CH:31][CH:30]=[CH:29][CH:28]=1)=[O:24])=[N+:2]=[N-:3] |f:0.1|. Reported procedure: Potassium azide (3.2 mg, 39 micromol) was added to a stirred, 0° C. solution of benzyl 2-(p-nitrobenzenesulfonyloxy)-carbapen-2-em-3-carboxylate (5.1 mg, 12 micromol) in anhydrous 5:1 (v/v) acetonitriledichloromethane. After 10 min. the mixture was applied to one 10 cm×20 cm 250 micron silica gel thin layer chromatography plate and developed with diethyl ether. The band centered at Rf 0.5 was eluted with ethyl acetate and the eluate was evaporated under vacuum to provide 1.2 mg (37%) benzyl 2-az... Reactants: N=1ON=C2C1C1=C(CC2)SC(=N1)NC(=O)C1C(C1(C)C)(C)C (N-4,5-dihydro[1,3]thiazolo[4,5-e][2,1,3]benzoxadiazol-7-yl-2,2,3,3-tetramethylcyclopropanecarboxamide), CC(C)([O-])C.[K+] (potassium tert-butoxide), COCCBr (2-bromoethyl methyl ether). The solvent is COCCOC (DME), CCOC(=O)C (EtOAc). Run at temperature 250 celsius. The product is COCCN1/C(/SC=2CCC=3C(=NON3)C21)=N/C(=O)C2C(C2(C)C)(C)C (N-[(7Z)-8-(2-methoxyethyl)-5,8-dihydro[1,3]thiazolo[4,5-e][2,1,3]benzoxadiazol-7(4H)-ylidene]-2,2,3,3-tetramethylcyclopropanecarboxamide). As a reaction SMILES: [N:1]1[O:2][N:3]=[C:4]2[CH2:9][CH2:8][C:7]3[S:10][C:11]([NH:13][C:14]([CH:16]4[C:18]([CH3:20])([CH3:19])[C:17]4([CH3:22])[CH3:21])=[O:15])=[N:12][C:6]=3[C:5]=12.CC(C)([O-])C.[K+].[CH3:29][O:30][CH2:31][CH2:32]Br>COCCOC.CCOC(C)=O>[CH3:29][O:30][CH2:31][CH2:32][N:12]1[C:6]2[C:5]3=[N:1][O:2][N:3]=[C:4]3[CH2:9][CH2:8][C:7]=2[S:10]/[C:11]/1=[N:13]\[C:14]([CH:16]1[C:18]([CH3:20])([CH3:19])[C:17]1([CH3:22])[CH3:21])=[O:15] |f:1.2|. Reported procedure: The product of Example 123B (1 equiv), potassium tert-butoxide (1.1 equiv) and 2-bromoethyl methyl ether (1 equiv) were combined in DME (0.1 M) and heated in a SmithSynthesizer™ microwave at 250° C. for 15 minutes. The mixture was diluted with EtOAc and washed with 1 M aqueous NaHCO3. The phases were separated and the aqueous phase was extracted with EtOAc (3×). The combined organic extracts were dried over Na2SO4, filtered, and concentrated. Purification by silica gel chromatography afforded th... The reactants are [N+](=O)([O-])CC1=CC=CC=C1 (nitromethylbenzene), ice water, C=O (formaldehyde), O.C([O-])([O-])=O.[Na+].[Na+] (sodium carbonate monohydrate). Conditions: temperature 38 celsius, time 1 hour. The product is [N+](=O)([O-])C(CO)(CO)C1=CC=CC=C1 (2-Nitro-2 Phenyl-1.3-Propanediol). As a reaction SMILES: [N+:1]([CH2:4][C:5]1[CH:10]=[CH:9][CH:8]=[CH:7][CH:6]=1)([O-:3])=[O:2].[CH2:11]=[O:12].O.[C:14](=[O:17])([O-])[O-].[Na+].[Na+]>>[N+:1]([C:4]([C:5]1[CH:10]=[CH:9][CH:8]=[CH:7][CH:6]=1)([CH2:14][OH:17])[CH2:11][OH:12])([O-:3])=[O:2] |f:2.3.4.5|. Procedure details: 100 g. (0.73 mole) of nitromethylbenzene, 131.5 g. (1.61 mole) of 37% formaldehyde and 1.8 g. of sodium carbonate monohydrate are placed in a 500 ml. beaker equipped with a mechanical stirrer. The mixture is stirred, the temperature rises to 38° C. and is maintained at 38° C. by using a cold water bath. After 1 1/2 hours, crystals begin to form. The mixture is diluted with 210 ml. of ice water and stirred at 10° C. for about 2 hours. The mixture is filtered and the filtrate washed with water. Th...